This data is from the Open Reaction Database (ORD), a public repository of structured organic reaction records. The task is: describe an organic reaction: reactants, conditions, products, and yield Reactants: ClC=1C=CC2=C3C=CC=CC3=C(N=C2C1)C (3-chloro-6-methylphenanthridine), [BH4-].[Na+] (sodium borohydride), [OH-].[Na+] (sodium hydroxide), C([O-])(O)=O.[Na+] (sodium bicarbonate), COC=1C=C(C=CC1)S(=O)(=O)Cl (3-methoxybenzenesulfonyl chloride), FC(C(=O)O)(F)F (Trifluoroacetic acid). Reagents/catalysts: CN(C1=CC=NC=C1)C (4-(dimethylamino)pyridine). Run in O1CCCC1 (tetrahydrofuran). Product: ClC=1C=CC=2C3=CC=CC=C3C(N(C2C1)S(=O)(=O)C1=CC(=CC=C1)OC)C (3-Chloro-5-[(3-methoxyphenyl)sulfonyl]-6-methyl-5,6-dihydrophenanthridine), solid. Yield: 54.0%. RXN SMILES: [Cl:1][C:2]1[CH:3]=[CH:4][C:5]2[C:14]([CH:15]=1)=[N:13][C:12]([CH3:16])=[C:11]1[C:6]=2[CH:7]=[CH:8][CH:9]=[CH:10]1.[BH4-].[Na+].FC(F)(F)C(O)=O.C(=O)(O)[O-].[Na+].[CH3:31][O:32][C:33]1[CH:34]=[C:35]([S:39](Cl)(=[O:41])=[O:40])[CH:36]=[CH:37][CH:38]=1.[OH-].[Na+]>O1CCCC1.CN(C)C1C=CN=CC=1>[Cl:1][C:2]1[CH:3]=[CH:4][C:5]2[C:6]3[C:11]([CH:12]([CH3:16])[N:13]([S:39]([C:35]4[CH:36]=[CH:37][CH:38]=[C:33]([O:32][CH3:31])[CH:34]=4)(=[O:41])=[O:40])[C:14]=2[CH:15]=1)=[CH:10][CH:9]=[CH:8][CH:7]=3 |f:1.2,4.5,7.8|. Procedure: A stirred solution of 3-chloro-6-methylphenanthridine (0.40 g, 1.76 mmol) in tetrahydrofuran (7 mL) was treated with freshly crushed sodium borohydride (0.33 g, 8.8 mmol). Trifluoroacetic acid (0.54 mL, 7.0 mmol) was added dropwise at a rate to keep the exothermic reaction and gas evolution under control. After the addition was complete the heterogeneous reaction mixture was stirred until the temperature returned to 23° C. The mixture was then heated at reflux for 14 hours. The reaction was cool... Reaction SMILES: [CH:1]1[CH:6]=[C:5]([CH:7]([OH:16])[C:8]([C:10]2[N:15]=[CH:14][CH:13]=[CH:12][CH:11]=2)=[O:9])[N:4]=[CH:3][CH:2]=1.N1C=CC=CC=1.[C:23]([C:25]1[CH:33]=[CH:32][C:28]([C:29](Cl)=O)=[CH:27][CH:26]=1)#[N:24].ClCCl>C(#N)C>[C:23]([C:25]1[CH:33]=[CH:32][C:28]([CH2:29][O:9][CH:8]([C:10]2[CH:11]=[CH:12][CH:13]=[CH:14][N:15]=2)[C:7]([C:5]2[CH:6]=[CH:1][CH:2]=[CH:3][N:4]=2)=[O:16])=[CH:27][CH:26]=1)#[N:24]. Product: C(#N)C1=CC=C(COC(C(=O)C2=NC=CC=C2)C2=NC=CC=C2)C=C1 (2-(4-Cyanobenzoxy)-1,2-di-(2-pyridyl)ethanone). Starting materials: C1=CC=NC(=C1)C(C(=O)C2=CC=CC=N2)O (α-pyridoin), N1=CC=CC=C1 (pyridine), ClCCl (dichloromethane), C(#N)C1=CC=C(C(=O)Cl)C=C1 (p-cyanobenzoyl chloride). Reaction conditions: time 0.5 hour. Procedure details: To 2.14 g (0.01 mole) of α-pyridoin in 50 ml of acetonitrile was added 0.80 g (0.01 mole) of pyridine and then 1.65 g (0.01 mole) of p-cyanobenzoyl chloride portionwise with stirring. Stirring was continued for 1/2 hour. Then 150 ml of dichloromethane was added, the organic phase washed thoroughly with water, dried and evaporated to an oily solid residue. The residue was stirred with 80% hexane and 20% acetone to obtain a solid, 1.7 g (50%). After recrystallization from hexane-acetone, 0.9 g (53... The solvent is C(C)#N (acetonitrile).